Dataset: the Open Reaction Database (ORD), a public repository of structured organic reaction records. Task: describe an organic reaction: reactants, conditions, products, and yield The reactants are [Si](C)(C)(C(C)(C)C)OC1CCCC2=CN=C3C=C(C=CC3=C12)O (10-[(tert-Butyldimethylsilyl)oxy]-3-hydroxy-7,8,9,10-tetrahydrophenanthridine), resultant solution, [N+](=O)([O-])C1=C(CBr)C=CC=C1 (2-nitrobenzyl bromide), [H-].[Na+] (NaH), O (Water). Reagents/catalysts: [I-].C(CCC)[N+](CCCC)(CCCC)CCCC (tetra-n-butylammonium iodide). Solvent: C1CCOC1 (THF). Run at time 10 minute. The product is crude product, [Si](C)(C)(C(C)(C)C)OC1CCCC2=CN=C3C=C(C=CC3=C12)OCC1=C(C=CC=C1)[N+](=O)[O-] (10-[(tert-Butyldimethylsilyl)oxy]-3-[(2-nitrobenzyl)oxy]-7,8,9,10-tetrahydrophenanthridine). The yield is 90.2%. RXN SMILES: [Si:1]([O:8][CH:9]1[C:22]2[C:13](=[CH:14][N:15]=[C:16]3[C:21]=2[CH:20]=[CH:19][C:18]([OH:23])=[CH:17]3)[CH2:12][CH2:11][CH2:10]1)([C:4]([CH3:7])([CH3:6])[CH3:5])([CH3:3])[CH3:2].[H-].[Na+].[N+:26]([C:29]1[CH:36]=[CH:35][CH:34]=[CH:33][C:30]=1[CH2:31]Br)([O-:28])=[O:27].O>C1COCC1.[I-].C([N+](CCCC)(CCCC)CCCC)CCC>[Si:1]([O:8][CH:9]1[C:22]2[C:13](=[CH:14][N:15]=[C:16]3[C:21]=2[CH:20]=[CH:19][C:18]([O:23][CH2:31][C:30]2[CH:33]=[CH:34][CH:35]=[CH:36][C:29]=2[N+:26]([O-:28])=[O:27])=[CH:17]3)[CH2:12][CH2:11][CH2:10]1)([C:4]([CH3:7])([CH3:6])[CH3:5])([CH3:3])[CH3:2] |f:1.2,6.7|. Procedure: To a suspension of Compound 141a (1.00 g, 3.03 mmol) in dry THF (20 mL) cooled in an ice-water bath was added NaH (60 percent, 128 mg, 3.19 mmol) followed by stirring for 10 minutes. To the resultant solution was added 2-nitrobenzyl bromide (0.689 g, 3.19 mmol) and tetra-n-butylammonium iodide (0.11 g, 0.3 mmol), and the mixture was then stirred at 25° C. for one hour. Water was added to the reaction mixture followed by extraction with ethyl acetate (50 mL), washing with brine, dry over anhydrou...